This data is from the Open Reaction Database (ORD), a public repository of structured organic reaction records. The task is: describe an organic reaction: reactants, conditions, products, and yield The reactants are [Al+3], C1CCOC1, CCOC(=O)c1cc2cc(Cl)ccc2[nH]1, [H-], [H-], [H-], [H-], [Li+], [Mg+2], [Na+], O=S(=O)([O-])[O-], [OH-], O. Product: OCc1cc2cc(Cl)ccc2[nH]1. RXN SMILES: [Al+3:17].[CH2:30]1[O:31][CH2:32][CH2:33][CH2:34]1.[Cl:1][c:2]1[cH:3][c:4]2[cH:5][c:6]([C:11](=[O:12])[O:13][CH2:14][CH3:15])[nH:7][c:8]2[cH:9][cH:10]1.[H-:16].[H-:19].[H-:20].[H-:21].[Li+:18].[Mg+2:24].[Na+:23].[O-:25][S:26]([O-:27])(=[O:28])=[O:29].[OH-:22].[OH2:35]>>[Cl:1][c:2]1[cH:3][c:4]2[cH:5][c:6]([CH2:11][OH:12])[nH:7][c:8]2[cH:9][cH:10]1. The product is C(C)(=O)C1=CC=C(O1)CN1N=C(C=C1)NC(\C=C\C1=CC=C(C=C1)C(F)(F)F)=O ((E)-N-[1-(5-Acetyl-furan-2-ylmethyl)-1H-pyrazol-3-yl]-3-(4-trifluoromethyl-phenyl)-acrylamide). The reactants are CC1(OCCO1)C1=CC=C(O1)CN1N=C(C=C1)N (1-[5-(2-methyl-[1,3]dioxolan-2-yl)-furan-2-ylmethyl]-1H-pyrazol-3-ylamine), FC(C1=CC=C(C=C1)/C=C/C(=O)O)(F)F ((E)-3-(4-trifluoromethyl-phenyl)-acrylic acid). As a reaction SMILES: [CH3:1][C:2]1([C:7]2[O:11][C:10]([CH2:12][N:13]3[CH:17]=[CH:16][C:15]([NH2:18])=[N:14]3)=[CH:9][CH:8]=2)[O:6]CCO1.[F:19][C:20]([F:33])([F:32])[C:21]1[CH:26]=[CH:25][C:24](/[CH:27]=[CH:28]/[C:29](O)=[O:30])=[CH:23][CH:22]=1>>[C:2]([C:7]1[O:11][C:10]([CH2:12][N:13]2[CH:17]=[CH:16][C:15]([NH:18][C:29](=[O:30])/[CH:28]=[CH:27]/[C:24]3[CH:23]=[CH:22][C:21]([C:20]([F:32])([F:33])[F:19])=[CH:26][CH:25]=3)=[N:14]2)=[CH:9][CH:8]=1)(=[O:6])[CH3:1]. Procedure: Following general procedure B followed by either C or D, starting from 1-[5-(2-methyl-[1,3]dioxolan-2-yl)-furan-2-ylmethyl]-1H-pyrazol-3-ylamine and (E)-3-(4-trifluoromethyl-phenyl)-acrylic acid. The reactants are CN(C)C=O, [H-], CI, [Na+], [Na+], Cc1cc(O)c(C(=O)C=Cc2cccc(OCCO)c2)c(=O)n1C, O=S(=O)([O-])O. Product: COc1cc(C)n(C)c(=O)c1C(=O)C=Cc1cccc(OCCO)c1. As a reaction SMILES: [CH3:35][N:36]([CH3:37])[CH:38]=[O:39].[H-:25].[I:27][CH3:28].[Na+:26].[Na+:34].[OH:1][c:2]1[c:3]([C:11]([CH:12]=[CH:13][c:14]2[cH:15][c:16]([O:20][CH2:21][CH2:22][OH:23])[cH:17][cH:18][cH:19]2)=[O:24])[c:4](=[O:10])[n:5]([CH3:9])[c:6]([CH3:8])[cH:7]1.[S:29]([O-:30])([OH:31])(=[O:32])=[O:33]>>[O:1]([c:2]1[c:3]([C:11]([CH:12]=[CH:13][c:14]2[cH:15][c:16]([O:20][CH2:21][CH2:22][OH:23])[cH:17][cH:18][cH:19]2)=[O:24])[c:4](=[O:10])[n:5]([CH3:9])[c:6]([CH3:8])[cH:7]1)[CH3:28].